Dataset: the Open Reaction Database (ORD), a public repository of structured organic reaction records. Task: describe an organic reaction: reactants, conditions, products, and yield Starting materials: C(C1=CC=CC=C1)N1C(C2=CC=CC=C2C1=O)CCC(=O)NC=1SC=CN1 (3-(2-Benzyl-3-oxo-2,3-dihydro-1H-isoindol-1-yl)-N-thiazol-2-yl-propionamide), NC1=NC=CC=C1 (2-aminopyridine). Product: C(C1=CC=CC=C1)N1C(C2=CC=CC=C2C1=O)CCC(=O)NC1=NC=CC=C1 (3-(2-Benzyl-3-oxo-2,3-dihydro-1H-isoindol-1-yl)-N-pyridin-2-yl-propionamide). Reaction SMILES: [CH2:1]([N:8]1[C:16](=[O:17])[C:15]2[C:10](=[CH:11][CH:12]=[CH:13][CH:14]=2)[CH:9]1[CH2:18][CH2:19][C:20]([NH:22][C:23]1S[CH:25]=[CH:26][N:27]=1)=[O:21])[C:2]1[CH:7]=[CH:6][CH:5]=[CH:4][CH:3]=1.N[C:29]1[CH:34]=CC=CN=1>>[CH2:1]([N:8]1[C:16](=[O:17])[C:15]2[C:10](=[CH:11][CH:12]=[CH:13][CH:14]=2)[CH:9]1[CH2:18][CH2:19][C:20]([NH:22][C:23]1[CH:34]=[CH:29][CH:25]=[CH:26][N:27]=1)=[O:21])[C:2]1[CH:7]=[CH:6][CH:5]=[CH:4][CH:3]=1. Procedure details: The product from Example 1, Part E (200 mg, 0.68 mmol) and 2-aminopyridine (95 mg, 1.02 mmol) were converted to the title compound in a manner analogous to the method described in Example 2 (10 mg, 4%). 1H NMR (300 MHz, acetone-d6) δ 9.13 (br s, 1H), 8.02 (m, 2H), 7.63 (m, 2H), 7.48 (m, 3H), 7.20 (m, 5H), 6.91 (m, 1H), 5.13 (d, J=15 Hz, 1H), 4.48 (m, 1H), 4.24 (d, J=15 Hz, 1H), 2.35 (m, 2H), 1.84 (m, 2H). MS: m/z (MH+) 372.